This data is from the Open Reaction Database (ORD), a public repository of structured organic reaction records. The task is: describe an organic reaction: reactants, conditions, products, and yield Starting materials: C(C(=O)Cl)(=O)Cl (oxalyl chloride), ClCCl (dichloromethane), ClC1=CC=C(C=C1)[C@@H]1COC[C@@H](N1)[C@H](C)O ((S)-1-[(3R,5R)-5-(4-chlorophenyl)morpholin-3 yl]ethanol), N1=CC=CC=C1 (pyridine). Yields the product ClC1=CC=C(C=C1)[C@H]1N2[C@H](COC1)[C@@H](OC(C2=O)=O)C ((1S,6R,9aR)-6-(4-chlorophenyl)-1-methyltetrahydro-[1,4]oxazino[3,4-c][1,4]oxazine-3,4-dione). The solvent is O (Water). Reaction conditions: time 1 hour. Reaction SMILES: [C:1](Cl)(=[O:5])[C:2](Cl)=[O:3].ClCCl.[Cl:10][C:11]1[CH:16]=[CH:15][C:14]([C@H:17]2[NH:22][C@@H:21]([C@@H:23]([OH:25])[CH3:24])[CH2:20][O:19][CH2:18]2)=[CH:13][CH:12]=1.N1C=CC=CC=1>O>[Cl:10][C:11]1[CH:12]=[CH:13][C:14]([C@@H:17]2[CH2:18][O:19][CH2:20][C@@H:21]3[C@H:23]([CH3:24])[O:25][C:1](=[O:5])[C:2](=[O:3])[N:22]23)=[CH:15][CH:16]=1. Procedure: Under ice-cooling, oxalyl chloride (833 μL) was added dropwise into a dichloromethane (15 mL) solution of (S)-1-[(3R,5R)-5-(4-chlorophenyl)morpholin-3 yl]ethanol (833 mg) and pyridine (4 mL). Stirring was continued for 30 minutes at the same temperature and for 1 hour at room temperature. Water was added to the reaction solution, and the organic layer was partitioned. The resultant was dried over anhydrous magnesium sulfate, and the solvent was removed under a vacuum. The residue was purified by... The product is ClC=1C=C2C(=CN1)NC(=C2)C(O)C2=CC=CC=C2 ((5-chloro-1H-pyrrolo[2,3-c]pyridin-2-yl)(phenyl)methanol). Conditions: temperature -15 celsius, time 5 hour. Reported procedure: To a solution of 5-chloro-1H-pyrrolo[2,3-c]pyridine-2-carboxaldehyde (156 mg, 0.86 mmol) in tetrahydrofuran (5 mL) was added 3.0 M phenylmagnesium bromide in diethyl ether (0.58 mL, 1.74 mmol) at −78° C. under a nitrogen atmosphere. The reaction mixture was slowly warmed to −15° C. After stirring for ca. 5 h, additional 3.0 M phenylmagnesium bromide in diethyl ether (0.15 mL, 0.45 mmol) was added. The reaction mixture was stirred for another 1 h, warming to 0° C. The reaction mixture was poured ... Run in O1CCCC1 (tetrahydrofuran), O (water). The reactants are ClC=1C=C2C(=CN1)NC(=C2)C=O (5-chloro-1H-pyrrolo[2,3-c]pyridine-2-carboxaldehyde), C1(=CC=CC=C1)[Mg]Br (phenylmagnesium bromide), C(C)OCC (diethyl ether), [Cl-].[NH4+] (ammonium chloride), C1(=CC=CC=C1)[Mg]Br (phenylmagnesium bromide), C(C)OCC (diethyl ether). Yield: 49.0%. As a reaction SMILES: [Cl:1][C:2]1[CH:3]=[C:4]2[CH:10]=[C:9]([CH:11]=[O:12])[NH:8][C:5]2=[CH:6][N:7]=1.[C:13]1([Mg]Br)[CH:18]=[CH:17][CH:16]=[CH:15][CH:14]=1.C(OCC)C.[Cl-].[NH4+]>O1CCCC1.O>[Cl:1][C:2]1[CH:3]=[C:4]2[CH:10]=[C:9]([CH:11]([C:13]3[CH:18]=[CH:17][CH:16]=[CH:15][CH:14]=3)[OH:12])[NH:8][C:5]2=[CH:6][N:7]=1 |f:3.4|. Reactants: Cl.CN(CCCN=C=NCC)C (1-[3-(Dimethylamino)propyl]-3-ethylcarbodiimide hydrochloride), C1(CCCCC1)C=1C=2C=CC(=CC2N2C1C1=C([C@H]([C@H](C2)O)O)C=CC=C1)C(=O)O (13-cyclohexyl-6,7-dihydro-(5R,6S)-rel-5,6-dihydroxy-5H-indolo[2,1-a][2]benzazepine-10-carboxylic acid), CN(S(=O)(=O)N)C (N,N-dimethylsulfamide). Reagents/catalysts: CN(C)C=1C=CN=CC1 (DMAP). The solvent is CN(C)C=O (DMF), C(Cl)Cl (CH2Cl2). Conditions: temperature 22 celsius, time 18 hour. The product is C1(CCCCC1)C=1C=2C=CC(=CC2N2C1C1=C([C@H]([C@H](C2)O)O)C=CC=C1)C(=O)NS(=O)(=O)N(C)C (13-Cyclohexyl-N-[(dimethylamino)sulfonyl]-6,7-dihydro-(5R,6S)-rel-5,6-dihydroxy-5H-Indolo[2,1-a][2]benzazepine-10-carboxamide). Reaction SMILES: Cl.CN(C)CCCN=C=NCC.[CH:13]1([C:19]2[C:20]3[CH:21]=[CH:22][C:23]([C:39](O)=[O:40])=[CH:24][C:25]=3[N:26]3[CH2:32][C@H:31]([OH:33])[C@H:30]([OH:34])[C:29]4[CH:35]=[CH:36][CH:37]=[CH:38][C:28]=4[C:27]=23)[CH2:18][CH2:17][CH2:16][CH2:15][CH2:14]1.[CH3:42][N:43]([CH3:48])[S:44]([NH2:47])(=[O:46])=[O:45]>CN(C1C=CN=CC=1)C.CN(C=O)C.C(Cl)Cl>[CH:13]1([C:19]2[C:20]3[CH:21]=[CH:22][C:23]([C:39]([NH:47][S:44]([N:43]([CH3:48])[CH3:42])(=[O:46])=[O:45])=[O:40])=[CH:24][C:25]=3[N:26]3[CH2:32][C@H:31]([OH:33])[C@H:30]([OH:34])[C:29]4[CH:35]=[CH:36][CH:37]=[CH:38][C:28]=4[C:27]=23)[CH2:18][CH2:17][CH2:16][CH2:15][CH2:14]1 |f:0.1|. Procedure: 1-[3-(Dimethylamino)propyl]-3-ethylcarbodiimide hydrochloride (12.6 mg, 0.066 mmol) was added to a solution of 13-cyclohexyl-6,7-dihydro-(5R,6S)-rel-5,6-dihydroxy-5H-indolo[2,1-a][2]benzazepine-10-carboxylic acid (8.7 mg, 0.022 mmol) and DMAP (8.1 mg, 0.066 mmol) in DMF (0.3 mL) and CH2Cl2 (0.3 mL) at 22° C. The vial was shaken for a minute at 22° C. then N,N-dimethylsulfamide (5.5 mg, 0.044 mmol) was added. Stirring was continued for 18 hr. The solution was then filtered and purified by Prep. r... Starting materials: C1=C(N=C2N1C1=CC=CC=C1C=C2)C=O (Imidazo[1,2-a]quinoline-2-carbaldehyde), [N+](=O)([O-])C1=CC=C(COC(=O)C=2N3C([C@@H]([C@H]3SC2)Br)=O)C=C1 ((5R,6S)-6-bromo-7-oxo-4-thia-1-aza-bicyclo[3.2.0]hept-2-ene-2-carboxylic acid 4-nitro-benzyl ester), [Mg+2].[Br-].[Br-] (MgBr2), C(C)(=O)OC(C)=O (acetic anhydride). The solvent is C(C)#N (acetonitrile), C1CCOC1 (THF), C(C)(=O)OCC (ethyl acetate), CCN(CC)CC (Et3N). Run at temperature -20 celsius, time 2 hour. Product: [N+](=O)([O-])C1=CC=C(COC(=O)C=2N3C(C([C@H]3SC2)(Br)C(C=2N=C3N(C4=CC=CC=C4C=C3)C2)OC(C)=O)=O)C=C1 ((5R,6RS)-6-[(RS)-Acetoxyimidazo[1,2-a]quinolin-2-ylmethyl]-6-bromo-7-oxo-4-thia-1-azabicyclo[3.2.0]hept-2-ene-2-carboxylic acid 4-nitrobenzyl ester). As a reaction SMILES: [CH:1]1[N:5]2[C:6]3[C:11]([CH:12]=[CH:13][C:4]2=[N:3][C:2]=1[CH:14]=[O:15])=[CH:10][CH:9]=[CH:8][CH:7]=3.[N+:16]([C:19]1[CH:37]=[CH:36][C:22]([CH2:23][O:24][C:25]([C:27]2[N:28]3[C@H:31]([S:32][CH:33]=2)[C@@H:30]([Br:34])[C:29]3=[O:35])=[O:26])=[CH:21][CH:20]=1)([O-:18])=[O:17].[Mg+2].[Br-].[Br-].[C:41](OC(=O)C)(=[O:43])[CH3:42]>C(OCC)(=O)C.CCN(CC)CC.C(#N)C.C1COCC1>[N+:16]([C:19]1[CH:37]=[CH:36][C:22]([CH2:23][O:24][C:25]([C:27]2[N:28]3[C@H:31]([S:32][CH:33]=2)[C:30]([CH:14]([O:15][C:41](=[O:43])[CH3:42])[C:2]2[N:3]=[C:4]4[CH:13]=[CH:12][C:11]5[C:6](=[CH:7][CH:8]=[CH:9][CH:10]=5)[N:5]4[CH:1]=2)([Br:34])[C:29]3=[O:35])=[O:26])=[CH:21][CH:20]=1)([O-:18])=[O:17] |f:2.3.4|. Procedure details: Imidazo[1,2-a]quinoline-2-carbaldehyde (1.09 g) and a dry THF solution (75.5 mL) of (5R,6S)-6-bromo-7-oxo-4-thia-1-aza-bicyclo[3.2.0]hept-2-ene-2-carboxylic acid 4-nitro-benzyl ester (2.22 g) were added successively to a dry acetonitrile (75.5 mL) solution of anhydrous MgBr2 (2.5 g) under an argon atmosphere at room temperature. After cooling to −20° C., Et3N (1.85 mL) was added in one portion. The reaction vessel was covered with foil to exclude light. The reaction mixture was stirred for 2 h a... Starting materials: NC1=CC(=C(C(=O)NC2CN(N(C2)C)C)C=C1Cl)OC (4-amino-5-chloro-2-methoxy-N-(1,2-dimethyl-4-pyrazolidinyl)benzamide), Cl[O-].[Na+] (sodium hypochlorite). The solvent is CO (methanol), C(Cl)(Cl)Cl (chloroform). Run at temperature 0 celsius, time 1 hour. Product: NC1=CC(=C(C(=O)NC2C=NN(C2)C)C=C1Cl)OC (4-Amino-5-chloro-N-(4,5-dihydro-1-methyl-1H-pyrazol-4-yl)-2-methoxybenzamide). The yield is 42.6%. As a reaction SMILES: [NH2:1][C:2]1[C:17]([Cl:18])=[CH:16][C:5]([C:6]([NH:8][CH:9]2[CH2:13][N:12]([CH3:14])[N:11](C)[CH2:10]2)=[O:7])=[C:4]([O:19][CH3:20])[CH:3]=1.Cl[O-].[Na+]>CO.C(Cl)(Cl)Cl>[NH2:1][C:2]1[C:17]([Cl:18])=[CH:16][C:5]([C:6]([NH:8][CH:9]2[CH2:13][N:12]([CH3:14])[N:11]=[CH:10]2)=[O:7])=[C:4]([O:19][CH3:20])[CH:3]=1 |f:1.2|. Reported procedure: To a solution of 1.44 g (0.00482 mole) of 4-amino-5-chloro-2-methoxy-N-(1,2-dimethyl-4-pyrazolidinyl)benzamide in 100 ml of methanol, cooled to -30° C. and under nitrogen atmosphere was added dropwise 10.5 ml (0.007 mole) of 5% aqueous sodium hypochlorite over a 15 minute period. The mixture was slowly warmed to 0° C. at which temperature it was stirred for 1 hr. The mixture was diluted with 250 ml of chloroform and extracted successively with 100 ml of water and 100 ml of saturated sodium chlor...